This data is from the Open Reaction Database (ORD), a public repository of structured organic reaction records. The task is: describe an organic reaction: reactants, conditions, products, and yield The reactants are CC(C)([O-])C.[K+] (potassium tert-butoxide), C(=O)[C@H]1C([C@@H]1C(=O)OCC1=C(C(=C(C(=C1F)F)C)F)F)(C)C ((2,3,5,6-tetrafluoro-4-methylphenyl)methyl (1R)-trans-3-formyl-2,2-dimethylcyclopropanecarboxylate). Reagents/catalysts: [Br-].C(C)[P+](C1=CC=CC=C1)(C1=CC=CC=C1)C1=CC=CC=C1 (ethyltriphenylphosphonium bromide). Run in O1CCCC1 (tetrahydrofuran), O1CCCC1 (terahydrofuran). Conditions: time 15 minute. The product is CC1([C@@H]([C@H]1\C=C/C)C(=O)OCC1=C(C(=C(C(=C1F)F)C)F)F)C ((2,3,5,6-tetrafluoro-4-methylphenyl)methyl(1R)-trans-2,2-dimethyl-3-((Z)-1-propenyl)cyclopropanecarboxylate). The yield is 66.2%. RXN SMILES: [CH3:1][C:2](C)([O-])C.[K+].[CH:7]([C@@H:9]1[C@@H:11]([C:12]([O:14][CH2:15][C:16]2[C:21]([F:22])=[C:20]([F:23])[C:19]([CH3:24])=[C:18]([F:25])[C:17]=2[F:26])=[O:13])[C:10]1([CH3:28])[CH3:27])=O>[Br-].C([P+](C1C=CC=CC=1)(C1C=CC=CC=1)C1C=CC=CC=1)C.O1CCCC1>[CH3:27][C:10]1([CH3:28])[C@H:9](/[CH:7]=[CH:1]\[CH3:2])[C@H:11]1[C:12]([O:14][CH2:15][C:16]1[C:21]([F:22])=[C:20]([F:23])[C:19]([CH3:24])=[C:18]([F:25])[C:17]=1[F:26])=[O:13] |f:0.1,3.4|. Procedure: A mixture of 1.1 g of ethyltriphenylphosphonium bromide and 30 ml of terahydrofuran was cooled by ice and 0.23 g of potassium tert-butoxide was added to the mixture under stirring. After 15 minutes, a tetrahydrofuran (5 ml) solution containing 0.32 g of (2,3,5,6-tetrafluoro-4-methylphenyl)methyl (1R)-trans-3-formyl-2,2-dimethylcyclopropanecarboxylate was added to the mixture. After 30 minutes, the reaction mixture was filtered with celite and the filtrate was concentrated under reduced pressure.... The reactants are C1COCCN1, CCN=C=NCCCN(C)C, CN(C)C=O, Cl, Cl, COc1c(O)c(C)c2c(c1OC)OC(C)(CCCCC(=O)O)C2. Yields the product COc1c(O)c(C)c2c(c1OC)OC(C)(CCCCC(=O)N1CCOCC1)C2. As a reaction SMILES: [CH2:24]1[CH2:25][O:26][CH2:27][CH2:28][NH:29]1.[CH2:31]([N:32]=[C:33]=[N:34][CH2:35][CH2:36][CH2:37][N:38]([CH3:39])[CH3:40])[CH3:41].[CH3:43][N:44]([CH3:45])[CH:46]=[O:47].[ClH:30].[ClH:42].[OH:1][c:2]1[c:3]([O:22][CH3:23])[c:4]([O:20][CH3:21])[c:5]2[c:6]([c:18]1[CH3:19])[CH2:7][C:8]([CH3:10])([CH2:11][CH2:12][CH2:13][CH2:14][C:15](=[O:16])[OH:17])[O:9]2>>[OH:1][c:2]1[c:3]([O:22][CH3:23])[c:4]([O:20][CH3:21])[c:5]2[c:6]([c:18]1[CH3:19])[CH2:7][C:8]([CH3:10])([CH2:11][CH2:12][CH2:13][CH2:14][C:15](=[O:16])[N:29]1[CH2:24][CH2:25][O:26][CH2:27][CH2:28]1)[O:9]2. The reactants are CCOC(C)=O, Nc1ccc(Oc2ccc(C3OCCO3)cc2Cl)cc1[N+](=O)[O-]. Yields the product Nc1ccc(Oc2ccc(C3OCCO3)cc2Cl)cc1N. RXN SMILES: [CH3:24][CH2:25][O:26][C:27](=[O:28])[CH3:29].[Cl:1][c:2]1[c:3]([O:13][c:14]2[cH:15][c:16]([N+:21]([O-:22])=[O:23])[c:17]([NH2:18])[cH:19][cH:20]2)[cH:4][cH:5][c:6]([CH:8]2[O:9][CH2:10][CH2:11][O:12]2)[cH:7]1>>[Cl:1][c:2]1[c:3]([O:13][c:14]2[cH:15][c:16]([NH2:21])[c:17]([NH2:18])[cH:19][cH:20]2)[cH:4][cH:5][c:6]([CH:8]2[O:9][CH2:10][CH2:11][O:12]2)[cH:7]1. Starting materials: Nc1cccc(S(F)(F)(F)(F)F)c1, O=N[O-], [Na+], O, O=S(=O)(O)O. The product is Oc1cccc(S(F)(F)(F)(F)F)c1. As a reaction SMILES: [F:1][S:2]([c:3]1[cH:4][c:5]([NH2:6])[cH:7][cH:8][cH:9]1)([F:10])([F:11])([F:12])[F:13].[N:19]([O-:20])=[O:21].[Na+:22].[OH2:23].[S:14]([OH:15])(=[O:16])(=[O:17])[OH:18]>>[F:1][S:2]([c:3]1[cH:4][c:5]([OH:15])[cH:7][cH:8][cH:9]1)([F:10])([F:11])([F:12])[F:13]. Reactants: Cc1cc(Br)ccc1C(=O)N1CCN(c2ncc(C#N)cc2C)CC1, O=C1NCCO1. The product is Cc1cc(N2CCOC2=O)ccc1C(=O)N1CCN(c2ncc(C#N)cc2C)CC1. RXN SMILES: [Br:1][c:2]1[cH:3][c:4]([CH3:25])[c:5]([C:6](=[O:7])[N:8]2[CH2:9][CH2:10][N:11]([c:14]3[n:15][cH:16][c:17]([C:18]#[N:19])[cH:20][c:21]3[CH3:22])[CH2:12][CH2:13]2)[cH:23][cH:24]1.[O:26]1[C:27](=[O:31])[NH:28][CH2:29][CH2:30]1>>[c:2]1([N:28]2[C:27](=[O:31])[O:26][CH2:30][CH2:29]2)[cH:3][c:4]([CH3:25])[c:5]([C:6](=[O:7])[N:8]2[CH2:9][CH2:10][N:11]([c:14]3[n:15][cH:16][c:17]([C:18]#[N:19])[cH:20][c:21]3[CH3:22])[CH2:12][CH2:13]2)[cH:23][cH:24]1. The reactants are O=C([O-])[O-], CCOC(C)=O, Cc1c(Cl)cccc1N1CN(C(=O)CCl)CC1=O, [Cs+], [Cs+], CN(C)C=O, c1cnc2[nH]ncc2c1. Product: Cc1c(Cl)cccc1N1CN(C(=O)Cn2cc3cccnc3n2)CC1=O. Reaction SMILES: [C:28](=[O:29])([O-:30])[O-:31].[CH3:39][CH2:40][O:41][C:42](=[O:43])[CH3:44].[Cl:1][CH2:2][C:3](=[O:4])[N:5]1[CH2:6][N:7]([c:11]2[c:12]([CH3:18])[c:13]([Cl:17])[cH:14][cH:15][cH:16]2)[C:8](=[O:10])[CH2:9]1.[Cs+:32].[Cs+:33].[O:34]=[CH:35][N:36]([CH3:37])[CH3:38].[nH:19]1[n:20][cH:21][c:22]2[c:23]1[n:24][cH:25][cH:26][cH:27]2>>[CH2:2]([C:3](=[O:4])[N:5]1[CH2:6][N:7]([c:11]2[c:12]([CH3:18])[c:13]([Cl:17])[cH:14][cH:15][cH:16]2)[C:8](=[O:10])[CH2:9]1)[n:20]1[n:19][c:23]2[c:22]([cH:21]1)[cH:27][cH:26][cH:25][n:24]2.